From a dataset of the Open Reaction Database (ORD), a public repository of structured organic reaction records. describe an organic reaction: reactants, conditions, products, and yield Run in C(C)O (ethanol). The product is C(CCCCC)SCCCCCCCCCCC1C(CCC2=CC(=CC=C12)O)C1=CC=C(C(=O)O)C=C1 (p-[(1RS, 2RS)-1-(10-hexylthiodecyl)-6-hydroxy-1,2,3,4-tetrahydronaphth-2-yl]benzoic acid). As a reaction SMILES: [OH-:1].[Na+].[CH2:3]([S:9][CH2:10][CH2:11][CH2:12][CH2:13][CH2:14][CH2:15][CH2:16][CH2:17][CH2:18][CH2:19][CH:20]1[C:29]2[C:24](=[CH:25][C:26]([OH:30])=[CH:27][CH:28]=2)[CH2:23][CH2:22][CH:21]1[C:31]1[CH:41]=[CH:40][C:34]([C:35](N(C)C)=[O:36])=[CH:33][CH:32]=1)[CH2:4][CH2:5][CH2:6][CH2:7][CH3:8]>C(O)C>[CH2:3]([S:9][CH2:10][CH2:11][CH2:12][CH2:13][CH2:14][CH2:15][CH2:16][CH2:17][CH2:18][CH2:19][CH:20]1[C:29]2[C:24](=[CH:25][C:26]([OH:30])=[CH:27][CH:28]=2)[CH2:23][CH2:22][CH:21]1[C:31]1[CH:41]=[CH:40][C:34]([C:35]([OH:1])=[O:36])=[CH:33][CH:32]=1)[CH2:4][CH2:5][CH2:6][CH2:7][CH3:8] |f:0.1|. Procedure details: Aqueous 2N-sodium hydroxide solution (10 ml.) was added to a solution of p-[(1RS, 2RS)-1-(10-hexylthiodecyl)-6-hydroxy-1,2,3,4-tetrahydronaphth-2-yl]-N,N-dimethylbenzamide (Example 7; 0.24 g.) in ethanol (10 ml.) and the mixture was heated under reflux for 16 hours. The ethanol was removed by evaporation and the residue was acidified to pH 1 with aqueous 2N-hydrochloric acid and extracted three times with ethyl acetate (15 ml. each time). The combined extracts were washed with water, dried and e... Starting materials: [OH-].[Na+] (sodium hydroxide), C(CCCCC)SCCCCCCCCCCC1C(CCC2=CC(=CC=C12)O)C1=CC=C(C(=O)N(C)C)C=C1 (p-[(1RS, 2RS)-1-(10-hexylthiodecyl)-6-hydroxy-1,2,3,4-tetrahydronaphth-2-yl]-N,N-dimethylbenzamide). Reactants: C1(CCC2=C1CC=1C=CC=CC21)=O (3,8-Dihydrocyclopent[a]inden-1[2H]-one), [H][H] (hydrogen). The reagents and catalysts are [Pd] (palladium on charcoal). Solvent: C(C)O (ethanol). The product is C1(CCC2C1CC=1C=CC=CC21)=O (3,3a,8,8a-Tetrahydro-cyclopent[a]inden-1[2H]-one). RXN SMILES: [C:1]1(=[O:13])[C:5]2[CH2:6][C:7]3[CH:8]=[CH:9][CH:10]=[CH:11][C:12]=3[C:4]=2[CH2:3][CH2:2]1.[H][H]>C(O)C.[Pd]>[C:1]1(=[O:13])[CH:5]2[CH2:6][C:7]3[CH:8]=[CH:9][CH:10]=[CH:11][C:12]=3[CH:4]2[CH2:3][CH2:2]1. Procedure: 3,8-Dihydrocyclopent[a]inden-1[2H]-one (7.6 g.) in ethanol (400 ml) was hydrogenated at atmospheric pressure and room temperature in the presence of 10% palladium on charcoal (0.9 g) until one molar equivalent of hydrogen had been absorbed. The catalyst was filtered off and the filtrate evaporated to dryness to give a brown gum which was distilled at 90° /0.1 torr to produce a colourless oil. Starting materials: [Al+3], COC(=O)C(CC(F)(F)F)Nc1nc(-c2ccc(Br)cc2)cs1, [H-], [H-], [H-], [H-], [Li+], C1CCOC1. Product: OCC(CC(F)(F)F)Nc1nc(-c2ccc(Br)cc2)cs1. As a reaction SMILES: [Al+3:25].[Br:1][c:2]1[cH:3][cH:4][c:5](-[c:8]2[n:9][c:10]([NH:13][CH:14]([C:15](=[O:16])[O:17][CH3:18])[CH2:19][C:20]([F:21])([F:22])[F:23])[s:11][cH:12]2)[cH:6][cH:7]1.[H-:24].[H-:27].[H-:28].[H-:29].[Li+:26].[O:30]1[CH2:31][CH2:32][CH2:33][CH2:34]1>>[Br:1][c:2]1[cH:3][cH:4][c:5](-[c:8]2[n:9][c:10]([NH:13][CH:14]([CH2:15][OH:16])[CH2:19][C:20]([F:21])([F:22])[F:23])[s:11][cH:12]2)[cH:6][cH:7]1. Starting materials: Cl (HCl), CC1=CC=C(OC2=CC=C(C=C2)O)C=C1 (4-(4'-methylphenoxy)phenol), C([O-])([O-])=O.[K+].[K+] (potassium carbonate), C(C=C)Br (allyl bromide). Solvent: CN(C)C=O (DMF). Product: C(C=C)OC1=CC=C(C=C1)OC1=CC=C(C=C1)C (4-(4'-methylphenoxy)phenyl allyl ether). As a reaction SMILES: [CH3:1][C:2]1[CH:15]=[CH:14][C:5]([O:6][C:7]2[CH:12]=[CH:11][C:10]([OH:13])=[CH:9][CH:8]=2)=[CH:4][CH:3]=1.C(=O)([O-])[O-].[K+].[K+].[CH2:22](Br)[CH:23]=[CH2:24].Cl>CN(C=O)C>[CH2:24]([O:13][C:10]1[CH:11]=[CH:12][C:7]([O:6][C:5]2[CH:14]=[CH:15][C:2]([CH3:1])=[CH:3][CH:4]=2)=[CH:8][CH:9]=1)[CH:23]=[CH2:22] |f:1.2.3|. Procedure details: A solution of 4-(4'-methylphenoxy)phenol (4.75 g, 23.30 mmol), potassium carbonate (4.17 g, 30.30 mmol) and allyl bromide (2.22 mL, 25.60 mmol) in DMF (50 mL) was stirred for 5 h at 60° C. After cooling, the reaction mixture was neutralized with 1 N HCl and extracted with ethyl acetate. The organic extract was washed with brine, dried over sodium sulfate, filtered and concentrated to afford an oil which was chromatographed on silica gel (15% ethyl acetate/hexane) to afford 4-(4'-methylphenoxy)ph... Reactants: C1CCOC1, COC(=O)c1ccc2c(-c3cccc(C(F)(F)F)c3)cn(C)c2c1, [Li+], [OH-], O, O. Yields the product Cn1cc(-c2cccc(C(F)(F)F)c2)c2ccc(C(=O)O)cc21. RXN SMILES: [CH2:28]1[O:29][CH2:30][CH2:31][CH2:32]1.[F:1][C:2]([c:3]1[cH:4][c:5](-[c:9]2[cH:10][n:11]([CH3:22])[c:12]3[cH:13][c:14]([C:18](=[O:19])[O:20][CH3:21])[cH:15][cH:16][c:17]23)[cH:6][cH:7][cH:8]1)([F:23])[F:24].[Li+:26].[OH-:25].[OH2:27].[OH2:33]>>[F:1][C:2]([c:3]1[cH:4][c:5](-[c:9]2[cH:10][n:11]([CH3:22])[c:12]3[cH:13][c:14]([C:18](=[O:19])[OH:20])[cH:15][cH:16][c:17]23)[cH:6][cH:7][cH:8]1)([F:23])[F:24]. Reaction SMILES: [N:20](=[N+:21]=[N-:22])[CH:23]1[CH2:24][CH:25]([CH2:35][O:36][CH2:37][c:38]2[cH:39][cH:40][cH:41][cH:42][cH:43]2)[N:26]([C:28](=[O:29])[O:30][C:31]([CH3:32])([CH3:33])[CH3:34])[CH2:27]1.[O:45]1[CH2:46][CH2:47][CH2:48][CH2:49]1.[OH2:44].[c:1]1([P:2]([c:3]2[cH:4][cH:5][cH:6][cH:7][cH:8]2)[c:9]2[cH:10][cH:11][cH:12][cH:13][cH:14]2)[cH:15][cH:16][cH:17][cH:18][cH:19]1>>[NH2:20][CH:23]1[CH2:24][CH:25]([CH2:35][O:36][CH2:37][c:38]2[cH:39][cH:40][cH:41][cH:42][cH:43]2)[N:26]([C:28](=[O:29])[O:30][C:31]([CH3:32])([CH3:33])[CH3:34])[CH2:27]1. The reactants are CC(C)(C)OC(=O)N1CC(N=[N+]=[N-])CC1COCc1ccccc1, C1CCOC1, O, c1ccc(P(c2ccccc2)c2ccccc2)cc1. Product: CC(C)(C)OC(=O)N1CC(N)CC1COCc1ccccc1. Reactants: FC1=C(C=C(C=C1)C(C(=O)O)CC1OCCCC1)C(F)(F)F (2-(4-fluoro-3-trifluoromethyl-phenyl)-3-(tetrahydro-pyran-2-yl)-propionic acid), [H-].[Na+] (sodium hydride), C[S-].[Na+] (sodium thiomethoxide). The solvent is CN(C=O)C (N,N-dimethylformamide). Reaction conditions: temperature 25 celsius, time 30 minute. The product is CSC1=C(C=C(C=C1)C(C(=O)O)CC1OCCCC1)C(F)(F)F (2-(4-methylsulfanyl-3-trifluoromethyl-phenyl)-3-(tetrahydro-pyran-2-yl)-propionic acid). The yield is 100.7%. As a reaction SMILES: F[C:2]1[CH:7]=[CH:6][C:5]([CH:8]([CH2:12][CH:13]2[CH2:18][CH2:17][CH2:16][CH2:15][O:14]2)[C:9]([OH:11])=[O:10])=[CH:4][C:3]=1[C:19]([F:22])([F:21])[F:20].[H-].[Na+].[CH3:25][S-:26].[Na+]>CN(C)C=O>[CH3:25][S:26][C:2]1[CH:7]=[CH:6][C:5]([CH:8]([CH2:12][CH:13]2[CH2:18][CH2:17][CH2:16][CH2:15][O:14]2)[C:9]([OH:11])=[O:10])=[CH:4][C:3]=1[C:19]([F:22])([F:21])[F:20] |f:1.2,3.4|. Reported procedure: A solution of 2-(4-fluoro-3-trifluoromethyl-phenyl)-3-(tetrahydro-pyran-2-yl)-propionic acid (5.20 g, 16.24 mmol) in dry N,N-dimethylformamide (90 mL) at 25° C. under argon was carefully treated with 95% sodium hydride (410 mg, 17.05 mmol). The reaction mixture was stirred at 25° C. for 30 min and then was treated with sodium thiomethoxide (2.40 g, 32.48 mmol). This mixture was heated at 100° C. for 4.5 h and then concentrated in vacuo to remove N,N-dimethylformamide. The residue was diluted wit... Yields the product COc1cc2c(nc1OC)c(-c1cc3cccnc3n1S(=O)(=O)c1ccc(C)cc1)cn2CCN1CCOCC1. Starting materials: C1COCCN1, CC#N, COc1cc2c(nc1OC)c(-c1cc3cccnc3n1S(=O)(=O)c1ccc(C)cc1)cn2CCI, [K+], [K+], O=C([O-])[O-]. RXN SMILES: [CH2:36]1[CH2:37][O:38][CH2:39][CH2:40][NH:41]1.[CH3:48][C:49]#[N:50].[I:1][CH2:2][CH2:3][n:4]1[cH:5][c:6](-[c:17]2[cH:18][c:19]3[c:20]([n:21][cH:22][cH:23][cH:24]3)[n:25]2[S:26](=[O:27])(=[O:28])[c:29]2[cH:30][cH:31][c:32]([CH3:35])[cH:33][cH:34]2)[c:7]2[n:8][c:9]([O:15][CH3:16])[c:10]([O:13][CH3:14])[cH:11][c:12]12.[K+:42].[K+:43].[O-:44][C:45]([O-:46])=[O:47]>>[CH2:2]([CH2:3][n:4]1[cH:5][c:6](-[c:17]2[cH:18][c:19]3[c:20]([n:21][cH:22][cH:23][cH:24]3)[n:25]2[S:26](=[O:27])(=[O:28])[c:29]2[cH:30][cH:31][c:32]([CH3:35])[cH:33][cH:34]2)[c:7]2[n:8][c:9]([O:15][CH3:16])[c:10]([O:13][CH3:14])[cH:11][c:12]12)[N:41]1[CH2:36][CH2:37][O:38][CH2:39][CH2:40]1. Starting materials: O=C([O-])[O-], CN(C)C=O, CCOC(C)=O, N#Cc1nc(Cl)cnc1Cl, Cl, [K+], [K+], O, Oc1ccc(O)cc1. The product is N#Cc1nc(Cl)cnc1Oc1ccc(O)cc1. As a reaction SMILES: [C:19](=[O:20])([O-:21])[O-:22].[CH3:26][N:27]([CH3:28])[CH:29]=[O:30].[CH3:32][CH2:33][O:34][C:35](=[O:36])[CH3:37].[Cl:1][c:2]1[c:3]([C:9]#[N:10])[n:4][c:5]([Cl:8])[cH:6][n:7]1.[ClH:25].[K+:23].[K+:24].[OH2:31].[OH:11][c:12]1[cH:13][cH:14][c:15]([OH:16])[cH:17][cH:18]1>>[c:2]1([O:11][c:12]2[cH:13][cH:14][c:15]([OH:16])[cH:17][cH:18]2)[c:3]([C:9]#[N:10])[n:4][c:5]([Cl:8])[cH:6][n:7]1. The reactants are C([O-])(O)=O.[Na+] (sodium bicarbonate), BrC1=CC=C(C=C1)C(C(F)(F)F)(C)O (2-(4-bromophenyl)-1,1,1-trifluoro-2-propanol), CC(C)([O-])C.[Na+] (sodium tert-butoxide), CCN(C(C)C)C(C)C (Hünig's base), S1C(=NC=C1)S(=O)(=O)Cl (2-thiazolesulfonyl chloride), N1(CCNCC1)C(=O)OCC1=CC=CC=C1 (benzyl 1-piperazinecarboxylate), C1(CCCCC1)P(C1=C(C=CC=C1)C1=C(C=CC=C1OC(C)C)OC(C)C)C1CCCCC1 (dicyclohexyl(2′,6′-diisopropoxybiphenyl-2-yl)phosphine), crude material. Reagents/catalysts: C=1C=CC(=CC1)/C=C/C(=O)/C=C/C2=CC=CC=C2.C=1C=CC(=CC1)/C=C/C(=O)/C=C/C2=CC=CC=C2.C=1C=CC(=CC1)/C=C/C(=O)/C=C/C2=CC=CC=C2.[Pd].[Pd] (tris(dibenzylideneacetone)dipalladium). Solvent: CCOC(=O)C (EtOAc), C(Cl)Cl (CH2Cl2), C1(=CC=CC=C1)C (toluene). Conditions: temperature 100 celsius, time 8 hour. Yields the product FC(C(=O)O)(F)F.FC(C(C)(O)C1=CC=C(C=C1)N1CCN(CC1)S(=O)(=O)C=1SC=CN1)(F)F (1,1,1-trifluoro-2-(4-(4-(1,3-thiazol-2-ylsulfonyl)-1-piperazinyl)phenyl)-2-propanol trifluoroacetate). The yield is 36.6%. As a reaction SMILES: Br[C:2]1[CH:7]=[CH:6][C:5]([C:8]([OH:14])([CH3:13])[C:9]([F:12])([F:11])[F:10])=[CH:4][CH:3]=1.[N:15]1(C(OCC2C=CC=CC=2)=[O:22])[CH2:20][CH2:19][NH:18][CH2:17][CH2:16]1.C1(P(C2CCCCC2)C2C=CC=CC=2C2C(OC(C)C)=CC=CC=2OC(C)C)CCCCC1.CC(C)([O-])C.[Na+].C(=O)(O)[O-].[Na+].[S:75]1[CH:79]=[CH:78][N:77]=[C:76]1[S:80](Cl)(=[O:82])=[O:81].CCN(C(C)C)C(C)C>C1(C)C=CC=CC=1.C(Cl)Cl.C1C=CC(/C=C/C(/C=C/C2C=CC=CC=2)=O)=CC=1.C1C=CC(/C=C/C(/C=C/C2C=CC=CC=2)=O)=CC=1.C1C=CC(/C=C/C(/C=C/C2C=CC=CC=2)=O)=CC=1.[Pd].[Pd].CCOC(C)=O>[F:10][C:9]([F:12])([F:11])[C:8]([OH:14])=[O:22].[F:10][C:9]([F:12])([F:11])[C:8]([C:5]1[CH:6]=[CH:7][C:2]([N:18]2[CH2:19][CH2:20][N:15]([S:80]([C:76]3[S:75][CH:79]=[CH:78][N:77]=3)(=[O:82])=[O:81])[CH2:16][CH2:17]2)=[CH:3][CH:4]=1)([OH:14])[CH3:13] |f:3.4,5.6,11.12.13.14.15,17.18|. Procedure: 2-(4-Bromophenyl)-1,1,1-trifluoro-2-propanol (330 mg, 1.226 mmol, Example 27, step 1), benzyl 1-piperazinecarboxylate (270 mg, 1.226 mmol, Sigma-Aldrich, St. Louis, Mo.), dicyclohexyl(2′,6′-diisopropoxybiphenyl-2-yl)phosphine (RuPhos) (86 mg, 0.184 mmol, Strem Chemical Inc, Newburyport, Mass.), sodium tert-butoxide (283 mg, 2.94 mmol), and tris(dibenzylideneacetone)dipalladium (0) (56.2 mg, 0.061 mmol, Strem Chemical Inc, Newburyport, Mass.) were combined in toluene (5 mL) and stirred in a seale...